The task is: describe an organic reaction: reactants, conditions, products, and yield. This data is from the Open Reaction Database (ORD), a public repository of structured organic reaction records. Reactants: CCOC(=O)C1Oc2cccc(Cl)c2C=C1CNC(CC1CCCCC1)C(=O)OC, CC#N. The product is COC(=O)C(CC1CCCCC1)N1CC2=Cc3c(Cl)cccc3OC2C1=O. As a reaction SMILES: [CH2:1]([O:3][C:4](=[O:2])[CH:6]1[O:7][c:8]2[cH:9][cH:10][cH:11][c:12]([Cl:30])[c:13]2[CH:14]=[C:15]1[CH2:16][NH:17][CH:18]([CH2:19][CH:20]1[CH2:21][CH2:22][CH2:23][CH2:24][CH2:25]1)[C:26](=[O:27])[O:28][CH3:29])[CH3:5].[CH3:31][C:32]#[N:33]>>[O:3]=[C:4]1[CH:6]2[O:7][c:8]3[cH:9][cH:10][cH:11][c:12]([Cl:30])[c:13]3[CH:14]=[C:15]2[CH2:16][N:17]1[CH:18]([CH2:19][CH:20]1[CH2:21][CH2:22][CH2:23][CH2:24][CH2:25]1)[C:26](=[O:27])[O:28][CH3:29].